This data is from the Open Reaction Database (ORD), a public repository of structured organic reaction records. The task is: describe an organic reaction: reactants, conditions, products, and yield As a reaction SMILES: [CH2:1]([CH2:2][CH2:3][CH2:4][CH3:5])[Br:6].[CH2:34]1[O:35][CH2:36][CH2:37][CH2:38]1.[CH3:8][O:9][SiH:10]1[CH2:11][CH2:12][CH:13]([c:16]2[cH:17][c:18]([F:33])[c:19](-[c:22]3[c:23]([F:32])[cH:24][c:25]([O:28][CH2:29][CH2:30][CH3:31])[cH:26][cH:27]3)[cH:20][cH:21]2)[CH2:14][CH2:15]1.[Mg:7]>>[CH2:1]([CH2:2][CH2:3][CH2:4][CH3:5])[SiH:10]1[CH2:11][CH2:12][CH:13]([c:16]2[cH:17][c:18]([F:33])[c:19](-[c:22]3[c:23]([F:32])[cH:24][c:25]([O:28][CH2:29][CH2:30][CH3:31])[cH:26][cH:27]3)[cH:20][cH:21]2)[CH2:14][CH2:15]1. The reactants are CCCCCBr, C1CCOC1, CCCOc1ccc(-c2ccc(C3CC[SiH](OC)CC3)cc2F)c(F)c1, [Mg]. Product: CCCCC[SiH]1CCC(c2ccc(-c3ccc(OCCC)cc3F)c(F)c2)CC1. Reactants: O=Cc1ccc(OCC2CC2)c(Br)c1, O=C([O-])[O-], CCO, COc1ccc(B(O)O)cc1, [K+], [K+], Cc1ccccc1, c1ccc(P(c2ccccc2)(c2ccccc2)[Pd](P(c2ccccc2)(c2ccccc2)c2ccccc2)(P(c2ccccc2)(c2ccccc2)c2ccccc2)P(c2ccccc2)(c2ccccc2)c2ccccc2)cc1. The product is COc1ccc(-c2cc(C=O)ccc2OCC2CC2)cc1. RXN SMILES: [Br:1][c:2]1[cH:3][c:4]([CH:5]=[O:6])[cH:7][cH:8][c:9]1[O:10][CH2:11][CH:12]1[CH2:13][CH2:14]1.[C:26](=[O:27])([O-:28])[O-:29].[CH2:32]([OH:33])[CH3:34].[CH3:15][O:16][c:17]1[cH:18][cH:19][c:20]([B:23]([OH:24])[OH:25])[cH:21][cH:22]1.[K+:30].[K+:31].[c:35]1([CH3:36])[cH:37][cH:38][cH:39][cH:40][cH:41]1.[cH:42]1[cH:43][cH:44][c:45]([P:46]([Pd:47]([P:48]([c:49]2[cH:50][cH:51][cH:52][cH:53][cH:54]2)([c:55]2[cH:56][cH:57][cH:58][cH:59][cH:60]2)[c:61]2[cH:62][cH:63][cH:64][cH:65][cH:66]2)([P:67]([c:68]2[cH:69][cH:70][cH:71][cH:72][cH:73]2)([c:74]2[cH:75][cH:76][cH:77][cH:78][cH:79]2)[c:80]2[cH:81][cH:82][cH:83][cH:84][cH:85]2)[P:86]([c:87]2[cH:88][cH:89][cH:90][cH:91][cH:92]2)([c:93]2[cH:94][cH:95][cH:96][cH:97][cH:98]2)[c:99]2[cH:100][cH:101][cH:102][cH:103][cH:104]2)([c:105]2[cH:106][cH:107][cH:108][cH:109][cH:110]2)[c:111]2[cH:112][cH:113][cH:114][cH:115][cH:116]2)[cH:117][cH:118]1>>[c:2]1(-[c:20]2[cH:19][cH:18][c:17]([O:16][CH3:15])[cH:22][cH:21]2)[cH:3][c:4]([CH:5]=[O:6])[cH:7][cH:8][c:9]1[O:10][CH2:11][CH:12]1[CH2:13][CH2:14]1. Reaction conditions: temperature -78 celsius, time 15 minute. Yield: 69.2%. Starting materials: C(C)(C)NC(C)C (Diisopropyl amine), C(C)(C)(C)OC(NC1=CC(=CC=C1)CN1N=C(C=C1)NC([C@H](CC1CCCC1)C1=CC(=C(C=C1)S(=O)(=O)C)Cl)=O)=O ((3-{3-[2-(R)-(3-chloro-4-methanesulfonyl-phenyl)-3-cyclopentyl-propionylamino]-pyrazol-1-ylmethyl}-phenyl)-carbamic acid tert-butyl ester), C(CCC)[Li] (n-butyl lithium), COC(CC1=CC2=C(SCC2)C=C1)=O ((2,3-dihydro-benzo[b]thiophen-5-yl)-acetic acid methyl ester). The solvent is [Cl-].[NH4+] (ammonium chloride), 2,3-dimethyl-3,4,5,6-tetrahydro-2(1H)-pyrimidinone, O1CCCC1 (tetrahydrofuran), O1CCCC1 (tetrahydrofuran), 2,3-dimethyl-3,4,5,6-tetrahydro-2(1H)-pyrimidinone. As a reaction SMILES: C(NC(C)C)(C)C.C([Li])CCC.[CH3:13][O:14][C:15](=[O:26])[CH2:16][C:17]1[CH:25]=[CH:24][C:20]2[S:21][CH2:22][CH2:23][C:19]=2[CH:18]=1.C(OC(=O)NC1C=CC=C(CN2C=CC(NC(=O)[C@@H](C3C=CC(S(C)(=O)=O)=C(Cl)C=3)[CH2:49][CH:50]3[CH2:54][CH2:53][CH2:52][CH2:51]3)=N2)C=1)(C)(C)C>O1CCCC1.[Cl-].[NH4+]>[CH3:13][O:14][C:15](=[O:26])[CH:16]([C:17]1[CH:25]=[CH:24][C:20]2[S:21][CH2:22][CH2:23][C:19]=2[CH:18]=1)[CH2:49][CH:50]1[CH2:54][CH2:53][CH2:52][CH2:51]1 |f:5.6|. Procedure details: A round bottom flask with a stir bar and argon inlet was charged with tetrahydrofuran (10 mL) and cooled to −78° C. Diisopropyl amine (155 μL, 1.10 mmol) was then added followed by the dropwise addition of a solution of n-butyl lithium (2.5M solution in hexanes, 422 μL, 1.06 mmol) and it was stirred at −78° C. for 15 min. After this time, a solution of (2,3-dihydro-benzo[b]thiophen-5-yl)-acetic acid methyl ester (200 mg, 0.96 mmol) in tetrahydrofuran (3 mL) and 2,3-dimethyl-3,4,5,6-tetrahydro-2(... Product: COC(C(CC1CCCC1)C1=CC2=C(SCC2)C=C1)=O (3-cyclopentyl-2-(2,3-dihydro-benzo[b]thiophen-5-yl)-propionic acid methyl ester). Starting materials: CCOC(=O)C(=O)c1csc(NC=O)n1, [Na+], [OH-], O. Product: O=CNc1nc(C(=O)C(=O)O)cs1. As a reaction SMILES: [CH:1](=[O:2])[NH:3][c:4]1[s:5][cH:6][c:7]([C:9]([C:10](=[O:11])[O:12][CH2:13][CH3:14])=[O:15])[n:8]1.[Na+:17].[OH-:16].[OH2:18]>>[CH:1](=[O:2])[NH:3][c:4]1[s:5][cH:6][c:7]([C:9]([C:10](=[O:11])[OH:12])=[O:15])[n:8]1. Reactants: C1CCOC1, COc1c(C(=O)O)ccc2ccccc12, Cl, [Li]c1ccccc1, O. Yields the product O=C(O)c1ccc2ccccc2c1-c1ccccc1. As a reaction SMILES: [CH2:25]1[O:26][CH2:27][CH2:28][CH2:29]1.[CH3:8][O:9][c:10]1[c:11]([C:20](=[O:21])[OH:22])[cH:12][cH:13][c:14]2[cH:15][cH:16][cH:17][cH:18][c:19]12.[ClH:24].[Li:1][c:2]1[cH:3][cH:4][cH:5][cH:6][cH:7]1.[OH2:23]>>[c:2]1(-[c:10]2[c:11]([C:20](=[O:21])[OH:22])[cH:12][cH:13][c:14]3[cH:15][cH:16][cH:17][cH:18][c:19]23)[cH:3][cH:4][cH:5][cH:6][cH:7]1. Reactants: FC(F)(F)c1cc(Br)ccc1CBr, CC([O-])=S, CC(C)=O, [K+]. The product is CC(=O)SCc1ccc(Br)cc1C(F)(F)F. Reaction SMILES: [Br:1][c:2]1[cH:3][c:4]([C:10]([F:11])([F:12])[F:13])[c:5]([CH2:6][Br:7])[cH:8][cH:9]1.[C:14]([CH3:15])(=[S:16])[O-:17].[CH3:19][C:20](=[O:21])[CH3:22].[K+:18]>>[Br:1][c:2]1[cH:3][c:4]([C:10]([F:11])([F:12])[F:13])[c:5]([CH2:6][S:16][C:14]([CH3:15])=[O:17])[cH:8][cH:9]1. The reactants are C[O-].[Na+].CO (sodium methoxide methanol), C(=O)(OC)C1=CN=C2N1C(=CC=C2)N (3-carbomethoxy-5-aminoimidazo[1,2-a]pyridine), Cl (hydrochloric acid). Solvent: C(C)#N (acetonitrile). Yields the product N1C(C=2N3C(C=CC=C13)=NC2)=O (1,2-dihydro-1,4,7b-triazacyclopent[cd]inden-2-one). The yield is 167.7%. RXN SMILES: [C:1]([C:5]1[N:9]2[C:10]([NH2:14])=[CH:11][CH:12]=[CH:13][C:8]2=[N:7][CH:6]=1)(OC)=[O:2].C[O-].[Na+].CO.Cl>C(#N)C>[NH:14]1[C:10]2[N:9]3[C:8](=[N:7][CH:6]=[C:5]3[C:1]1=[O:2])[CH:13]=[CH:12][CH:11]=2 |f:1.2.3|. Procedure details: To a solution prepared by dissolving 1.44 g (7.0 mM) of 3-carbomethoxy-5-aminoimidazo[1,2-a]pyridine in 10 ml of acetonitrile followed by addition of 3.2 ml (14.0 mM) of 25% sodium methoxide-methanol and the mixture was refluxed for 1 hour. After completion of the reaction, 1.15 ml (14.0 mM) of 12N-hydrochloric acid was added to the reaction mixture under ice-cooling and the solvent was thoroughly distilled off under reduced pressure to provide 2.01 g (yield 100%) of a crude product as tan-color... The reactants are CC(=O)O, O=C1CCC(=O)N1Cl, CCc1nc2c(o1)C(=O)C=C(Nc1ccccc1)C2=O. Yields the product CCc1nc2c(o1)C(=O)C(Cl)=C(Nc1ccccc1)C2=O. RXN SMILES: [CH3:29][C:30](=[O:31])[OH:32].[Cl:21][N:22]1[C:23](=[O:24])[CH2:25][CH2:26][C:27]1=[O:28].[NH:1]([c:2]1[cH:3][cH:4][cH:5][cH:6][cH:7]1)[C:8]1=[CH:9][C:10](=[O:20])[c:11]2[c:12]([n:13][c:14]([CH2:16][CH3:17])[o:15]2)[C:18]1=[O:19]>>[NH:1]([c:2]1[cH:3][cH:4][cH:5][cH:6][cH:7]1)[C:8]1=[C:9]([Cl:21])[C:10](=[O:20])[c:11]2[c:12]([n:13][c:14]([CH2:16][CH3:17])[o:15]2)[C:18]1=[O:19]. The reactants are O=C([O-])O, N#CCNC(=O)c1ccc(B(O)O)cc1, CCCO, Cc1ccccc1, Clc1ccnc(Cl)n1, [Na+]. The product is N#CCNC(=O)c1ccc(-c2ccnc(Cl)n2)cc1. RXN SMILES: [C:28](=[O:29])([OH:30])[O-:31].[C:9](#[N:10])[CH2:11][NH:12][C:13](=[O:14])[c:15]1[cH:16][cH:17][c:18]([B:21]([OH:22])[OH:23])[cH:19][cH:20]1.[CH2:24]([OH:25])[CH2:26][CH3:27].[CH3:33][c:34]1[cH:35][cH:36][cH:37][cH:38][cH:39]1.[Cl:1][c:2]1[n:3][cH:4][cH:5][c:6]([Cl:8])[n:7]1.[Na+:32]>>[Cl:1][c:2]1[n:3][cH:4][cH:5][c:6](-[c:18]2[cH:17][cH:16][c:15]([C:13]([NH:12][CH2:11][C:9]#[N:10])=[O:14])[cH:20][cH:19]2)[n:7]1. The reactants are O (Water), C(=O)([O-])[O-].[K+].[K+] (K2CO3), ClC=1SC(=C(N1)C(=O)OC)C1=CC=CC=C1 (Methyl 2-Chloro-5-Phenyl-4-Thiazolecarboxylate), C1(=CC=CC=C1)S (thiophenol). Run in CN(C)C=O (DMF). The product is C1(=CC=CC=C1)C1=C(N=C(S1)SC1=CC=CC=C1)C(=O)OC (methyl 5-phenyl-2-phenylthio-4-thiazolecarboxylate). As a reaction SMILES: C([O-])([O-])=O.[K+].[K+].[C:7]1([SH:13])[CH:12]=[CH:11][CH:10]=[CH:9][CH:8]=1.Cl[C:15]1[S:16][C:17]([C:24]2[CH:29]=[CH:28][CH:27]=[CH:26][CH:25]=2)=[C:18]([C:20]([O:22][CH3:23])=[O:21])[N:19]=1.O>CN(C=O)C>[C:24]1([C:17]2[S:16][C:15]([S:13][C:7]3[CH:12]=[CH:11][CH:10]=[CH:9][CH:8]=3)=[N:19][C:18]=2[C:20]([O:22][CH3:23])=[O:21])[CH:25]=[CH:26][CH:27]=[CH:28][CH:29]=1 |f:0.1.2|. Procedure details: A stirred suspension of K2CO3 (4.15 g, 30 mol) in 100 ml of DMF was treated in one portion with thiophenol (1.65 g, 15 mol). The compound of Example 2 (3.8 g, 15 mol) was then added and the mixture heated at 110° C.±5° C. for 2 days. Water was added and the mixture extracted twice with ether. The ether extracts were washed with H2O, dried over MgSO4 and concentrated in vacuo to yield a yellow oil. Bulb to bulb distillation yielded methyl 5-phenyl-2-phenylthio-4-thiazolecarboxylate, as a yellow o...